This data is from the Open Reaction Database (ORD), a public repository of structured organic reaction records. The task is: describe an organic reaction: reactants, conditions, products, and yield Reactants: [H-].[Na+] (sodium hydride), OC=1C(=C(C2=C(SC(O2)CCCO)C1C)C)C (3-(5-Hydroxy-4,6,7-trimethyl-1,3-benzoxathiole-2-yl)-propanol), CN(C=O)C (dimethylformamide), crystals, COCCl (chloromethyl methyl ether). The solvent is O (water), C1=CC=CC=C1 (benzene). Yields the product COCOC=1C(=C(C2=C(SC(O2)CCCO)C1C)C)C (3-(5-Methoxymethoxy-4,6,7-trimethyl-1,3-benzoxathiole-2-yl)propanol). As a reaction SMILES: [H-].[Na+].CN(C)C=O.[OH:8][C:9]1[C:10]([CH3:24])=[C:11]([CH3:23])[C:12]2[O:16][CH:15]([CH2:17][CH2:18][CH2:19][OH:20])[S:14][C:13]=2[C:21]=1[CH3:22].[CH3:25][O:26][CH2:27]Cl>C1C=CC=CC=1.O>[CH3:25][O:26][CH2:27][O:8][C:9]1[C:10]([CH3:24])=[C:11]([CH3:23])[C:12]2[O:16][CH:15]([CH2:17][CH2:18][CH2:19][OH:20])[S:14][C:13]=2[C:21]=1[CH3:22] |f:0.1|. Procedure details: 340 mg of a 55% w/w oily suspension of sodium hydride was added to 20 ml of dimethylformamide, followed by 2.0 g of crystals of 3-(5-hydroxy-4,6,7-trimethyl-1,3-benzoxathiole-2-yl)propanol (prepared as described in Example 71), with ice cooling and under a stream of nitrogen. The reaction mixture was then cooled with ice for 30 minutes, after which it was allowed to react for 1 hour at room temperature; it then was again cooled with ice. A solution of 630 mg of chloromethyl methyl ether in 2 ml ... The reactants are CN(CC(C(C1=CC=CC=C1)N(C1=CC=C(C=C1)C)C)O)C (3-(dimethylamino)-1-[methyl(4-methylphenyl)amino]-1-phenylpropan-2-ol), Cl.CNCC(C(C1=CC=CC=C1)N(C1=CC=C(C=C1)C)C)O ((1RS,2SR)-3-(methylamino)-1-[methyl(4-methylphenyl)amino]-1-phenylpropan-2-ol hydrochloride), C=O (formaldehyde), [OH-].[Na+] (sodium hydroxide), Cl (hydrochloric acid). Run in C(C)O (ethanol), O (water), C(=O)O (formic acid). Run at temperature 70 celsius. Yields the product Cl.CN(CC(C(C1=CC=CC=C1)N(C1=CC=C(C=C1)C)C)O)C ((1RS,2SR)-3-(dimethylamino)-1-[methyl(4-methylphenyl)amino]-1-phenylpropan-2-ol hydrochloride). The yield is 75.0%. Reaction SMILES: [ClH:1].CNCC(O)C(N(C)C1C=CC(C)=CC=1)C1C=CC=CC=1.C=O.[OH-].[Na+].[CH3:27][N:28]([CH3:48])[CH2:29][CH:30]([OH:47])[CH:31]([N:38]([CH3:46])[C:39]1[CH:44]=[CH:43][C:42]([CH3:45])=[CH:41][CH:40]=1)[C:32]1[CH:37]=[CH:36][CH:35]=[CH:34][CH:33]=1.Cl>C(O)=O.C(O)C.O>[ClH:1].[CH3:48][N:28]([CH3:27])[CH2:29][CH:30]([OH:47])[CH:31]([N:38]([CH3:46])[C:39]1[CH:40]=[CH:41][C:42]([CH3:45])=[CH:43][CH:44]=1)[C:32]1[CH:37]=[CH:36][CH:35]=[CH:34][CH:33]=1 |f:0.1,3.4,10.11|. Procedure details: To a mixture of (1RS,2SR)-3-(methylamino)-1-[methyl(4-methylphenyl)amino]-1-phenylpropan-2-ol hydrochloride (Example 12, 83 mg, 0.23 mmol) in formic acid (0.4 mL) at 50° C., was added an aqueous solution of formaldehyde (37% in water, 0.16 mL). The reaction was heated at 70° C. for 1 hour, then poured into water (10 mL) and basified to pH 10 with the addition of an aqueous solution of sodium hydroxide (2 N). The product was extracted with ethyl acetate (3×10 mL), and the combined organic extract... Starting materials: ice, COC1=CC=C(C(C2=CC=CC=C2)(C2=CC=CC=C2)Cl)C=C1 (4-methoxytrityl chloride), C(CCCCCCCCCCCCCCC)OCC(CO)O (3-(hexadecyloxy)-1,2-propanediol). The solvent is O1CCCC1 (tetrahydrofuran), N1=CC=CC=C1 (pyridine), petroleum ether. Conditions: time 2 hour. Product: C(CCCCCCCCCCCCCCC)OCC(COC(C1=CC=CC=C1)(C1=CC=CC=C1)C1=CC=C(C=C1)OC)O (1-(Hexadecyloxy)-3-[(4-methoxyphenyl)diphenylmethoxy]-2-propanol). The yield is 13.4%. As a reaction SMILES: [CH2:1]([O:17][CH2:18][CH:19]([OH:22])[CH2:20][OH:21])[CH2:2][CH2:3][CH2:4][CH2:5][CH2:6][CH2:7][CH2:8][CH2:9][CH2:10][CH2:11][CH2:12][CH2:13][CH2:14][CH2:15][CH3:16].[CH3:23][O:24][C:25]1[CH:44]=[CH:43][C:28]([C:29](Cl)([C:36]2[CH:41]=[CH:40][CH:39]=[CH:38][CH:37]=2)[C:30]2[CH:35]=[CH:34][CH:33]=[CH:32][CH:31]=2)=[CH:27][CH:26]=1>N1C=CC=CC=1.O1CCCC1>[CH2:1]([O:17][CH2:18][CH:19]([OH:22])[CH2:20][O:21][C:29]([C:28]1[CH:27]=[CH:26][C:25]([O:24][CH3:23])=[CH:44][CH:43]=1)([C:36]1[CH:41]=[CH:40][CH:39]=[CH:38][CH:37]=1)[C:30]1[CH:31]=[CH:32][CH:33]=[CH:34][CH:35]=1)[CH2:2][CH2:3][CH2:4][CH2:5][CH2:6][CH2:7][CH2:8][CH2:9][CH2:10][CH2:11][CH2:12][CH2:13][CH2:14][CH2:15][CH3:16]. Procedure details: To a mixture of 84.5 g of 3-(hexadecyloxy)-1,2-propanediol in 265 ml of dry pyridine, stirred in an ice bath under nitrogen, was added in a steady stream a solution of 115.5 g of 4-methoxytrityl chloride in 150 ml of dry tetrahydrofuran. This mixture was stirred in the ice bath for 30 minutes, then at room temperature for 2 hours, then refrigerated at 0° C. overnight. The mixture was concentrated to remove the volatile solvents. The residual solution was dissolved in 400 ml of chloroform, washed... Starting materials: BrCC(C(=O)O)=O (3-Bromopyruvic acid), CN(C(=S)N)C (1,1-dimethyl-thiourea). The solvent is C1CCOC1 (THF). Reaction conditions: time 4 hour. Yields the product CN(C=1SC=C(N1)C(=O)O)C (2-Dimethylamino-thiazole-4-carboxylic acid). The yield is 87.1%. RXN SMILES: Br[CH2:2][C:3](=O)[C:4]([OH:6])=[O:5].[CH3:8][N:9]([CH3:13])[C:10]([NH2:12])=[S:11]>C1COCC1>[CH3:8][N:9]([CH3:13])[C:10]1[S:11][CH:2]=[C:3]([C:4]([OH:6])=[O:5])[N:12]=1. Procedure: 3-Bromopyruvic acid (2.94 g, 17.6 mmol) was added to a stirred solution of 1,1-dimethyl-thiourea (1.87 g, 17.6 mmol) in dry THF (60 mL). The reaction mixture was stirred at rt for 4 hrs. The precipitate that had formed was filtered off, washed with cold THF and dried on high vacuum. LC-MS showed the product peak. The product was obtained as a white solid (2.64 g, 59%). The reactants are CC1=C(C(CCC1)(C)C)/C=C/C(=C\C=C\C(=C/CO[C@H]2[C@@H]([C@H]([C@@H]([C@H](O2)C(=O)O)O)O)O)\C)/C (retinyl β-glucuronide), CC1=C(C(CCC1)(C)C)/C=C/C(=C/C=C/C(=C/CO)/C)/C (retinol). Product: CC1=C(C(CCC1)(C)C)/C=C/C(=C/C=C/C(=C/COC(=O)C)/C)/C (retinyl acetate), methyl (2,3,4-tri-O-acetyl glucopyranosyl bromide)-uronate. RXN SMILES: [CH3:1][C:2]1[CH2:7][CH2:6][CH2:5][C:4]([CH3:9])([CH3:8])[C:3]=1/[CH:10]=[CH:11]/[C:12](/[CH3:33])=[CH:13]\[CH:14]=[CH:15]\[C:16](\[CH3:32])=[CH:17]/[CH2:18][O:19][C@@H:20]1[O:25][C@H](C(O)=O)[C@@H](O)[C@H](O)[C@H:21]1O.CC1CCCC(C)(C)C=1/C=C/C(/C)=C/C=C/C(/C)=C/CO>>[CH3:1][C:2]1[CH2:7][CH2:6][CH2:5][C:4]([CH3:8])([CH3:9])[C:3]=1/[CH:10]=[CH:11]/[C:12](/[CH3:33])=[CH:13]/[CH:14]=[CH:15]/[C:16](/[CH3:32])=[CH:17]/[CH2:18][O:19][C:20]([CH3:21])=[O:25]. Procedure details: The starting materials for the preparation of retinyl β-glucuronide include retinol that can be obtained as an oil by saponification of commercially available retinyl acetate, and methyl (2,3,4-tri-O-acetyl glucopyranosyl bromide)-uronate that can be synthesized from commercially available 6,3-glucuronolactone by known procedures (Bollenback et al. J. Amer. Chem. Soc. 77: 3310-3315, 1955). The reaction is carried out in the presence of silver carbonate by stirring at room temperature for 20-24 h... Starting materials: FC=1C=CC2=C(OCCN2CCCNC2=CC=C(C=C2)C[C@@H](C(=O)OCC)OC)C1 ((S)-Ethyl 3-[4-{3-(7-fluoro-3,4-dihydro-2H-benzo[b][1,4]oxazin-4-yl)propylamino}phenyl]-2-methoxypropanoate), O.[OH-].[Li+] (lithium hydroxide monohydrate). Solvent: CO.C1CCOC1.O (methanol THF water). The product is FC=1C=CC2=C(OCCN2CCCNC2=CC=C(C=C2)C[C@@H](C(=O)O)OC)C1 ((S)-3-[4-{3-(7-Fluoro-3,4-dihydro-2H-benzo[b][1,4]oxazin-4-yl)propylamino}phenyl]-2-methoxypropanoic acid). Procedure: (S)-Ethyl 3-[4-{3-(7-fluoro-3,4-dihydro-2H-benzo[b][1,4]oxazin-4-yl)propylamino}phenyl]-2-methoxypropanoate (1.0 g, 1 eq, 2.4 mmol) obtained in example 49, was hydrolyzed using lithium hydroxide monohydrate (151 mg, 1.5 eq, 3.6 mmol) in methanol-THF-water at RT till all the starting material is consumed (4 to 5 h). The reaction mixture was diluted with water, acidified (pH ˜4-5) with dil. HCl and then extracted with ethyl acetate. The ethyl acetate layer was dried over anhydrous sodium sulfate a... Yield: 69.7%. RXN SMILES: [F:1][C:2]1[CH:3]=[CH:4][C:5]2[N:10]([CH2:11][CH2:12][CH2:13][NH:14][C:15]3[CH:20]=[CH:19][C:18]([CH2:21][C@H:22]([O:28][CH3:29])[C:23]([O:25]CC)=[O:24])=[CH:17][CH:16]=3)[CH2:9][CH2:8][O:7][C:6]=2[CH:30]=1.O.[OH-].[Li+]>CO.C1COCC1.O>[F:1][C:2]1[CH:3]=[CH:4][C:5]2[N:10]([CH2:11][CH2:12][CH2:13][NH:14][C:15]3[CH:20]=[CH:19][C:18]([CH2:21][C@H:22]([O:28][CH3:29])[C:23]([OH:25])=[O:24])=[CH:17][CH:16]=3)[CH2:9][CH2:8][O:7][C:6]=2[CH:30]=1 |f:1.2.3,4.5.6|. Reactants: NC1=NC(=CC=C1)SCCCC(=O)N (4-(2-aminopyrid-6-ylthio)butyramide), C(C)N=C=S (ethylisothiocyanate). Run in C(C)#N (acetonitrile). The product is C(C)NC(NC1=NC(=CC=C1)SCCCC(=O)N)=S (4-[2-(3-ethylthioureido)pyrid-6-ylthio]butyramide). Isolated yield 70.8%. As a reaction SMILES: [NH2:1][C:2]1[CH:7]=[CH:6][CH:5]=[C:4]([S:8][CH2:9][CH2:10][CH2:11][C:12]([NH2:14])=[O:13])[N:3]=1.[CH2:15]([N:17]=[C:18]=[S:19])[CH3:16]>C(#N)C>[CH2:15]([NH:17][C:18](=[S:19])[NH:1][C:2]1[CH:7]=[CH:6][CH:5]=[C:4]([S:8][CH2:9][CH2:10][CH2:11][C:12]([NH2:14])=[O:13])[N:3]=1)[CH3:16]. Procedure: A mixture of 4-(2-aminopyrid-6-ylthio)butyramide (0.25 g.), ethylisothiocyanate (0.2 g.) and acetonitrile (5 ml.) was heated under reflux for 18 hours and then cooled, and the solid which crystallised was collected to give 4-[2-(3-ethylthioureido)pyrid-6-ylthio]butyramide (0.25 g.) which was used without further purification.